From a dataset of the Open Reaction Database (ORD), a public repository of structured organic reaction records. describe an organic reaction: reactants, conditions, products, and yield Reactants: C(C1=CC=CC=C1)N1C(=NC=2C=NC(=CC21)NC(C)=O)C2=CN(C(C(=C2)C)=O)C (N-[1-Benzyl-2-(1,5-dimethyl-6-oxo-1,6-dihydro-pyridin-3-yl)-1H-imidazo[4,5-c]pyridin-6-yl]-acetamide). Solvent: Cl (HCl). Conditions: temperature 100 celsius, time 1 hour. Product: NC1=CC2=C(C=N1)N=C(N2CC2=CC=CC=C2)C=2C=C(C(N(C2)C)=O)C (5-(6-Amino-1-benzyl-1H-imidazo[4,5-c]pyridin-2-yl)-1,3-dimethyl-1H-pyridin-2-one). As a reaction SMILES: [CH2:1]([N:8]1[C:16]2[CH:15]=[C:14]([NH:17]C(=O)C)[N:13]=[CH:12][C:11]=2[N:10]=[C:9]1[C:21]1[CH:26]=[C:25]([CH3:27])[C:24](=[O:28])[N:23]([CH3:29])[CH:22]=1)[C:2]1[CH:7]=[CH:6][CH:5]=[CH:4][CH:3]=1>Cl>[NH2:17][C:14]1[N:13]=[CH:12][C:11]2[N:10]=[C:9]([C:21]3[CH:26]=[C:25]([CH3:27])[C:24](=[O:28])[N:23]([CH3:29])[CH:22]=3)[N:8]([CH2:1][C:2]3[CH:7]=[CH:6][CH:5]=[CH:4][CH:3]=3)[C:16]=2[CH:15]=1. Procedure: N-[1-Benzyl-2-(1,5-dimethyl-6-oxo-1,6-dihydro-pyridin-3-yl)-1H-imidazo[4,5-c]pyridin-6-yl]-acetamide II-16′ (1.67 g; 4.315 mmol) is suspended in 6 N HCl. The reaction mixture is stirred for 1 h at 100° C. The reaction is then cooled to RT and quenched slowly with sodium bicarbonate, precipitation of the product occurs. The product is filtered off and dried under vacuum. The reactants are NC1=CC=C(C=C1)C(=O)N1CCN(CC1)C ((4-aminophenyl)(4-methylpiperazin-1-yl)methanone), BrC=1C=CC(=C(C#N)C1)F (5-bromo-2-fluorobenzonitrile), CC(C)(C)[O-].[K+] (KOtBu), CC(C)(C)[O-].[K+] (KOtBu). Run in CS(=O)C (DMSO), ClCCl (dichloromethane), CS(=O)C (DMSO), CS(=O)C (DMSO). Reaction conditions: time 15 minute. The product is BrC=1C=CC(=C(C#N)C1)NC1=CC=C(C=C1)C(=O)N1CCN(CC1)C (5-bromo-2-(4-(4-methylpiperazine-1-carbonyl)phenylamino)-benzonitrile). Isolated yield 19.8%. Reaction SMILES: CC([O-])(C)C.[K+].[NH2:7][C:8]1[CH:13]=[CH:12][C:11]([C:14]([N:16]2[CH2:21][CH2:20][N:19]([CH3:22])[CH2:18][CH2:17]2)=[O:15])=[CH:10][CH:9]=1.[Br:23][C:24]1[CH:25]=[CH:26][C:27](F)=[C:28]([CH:31]=1)[C:29]#[N:30]>CS(C)=O.ClCCl>[Br:23][C:24]1[CH:25]=[CH:26][C:27]([NH:7][C:8]2[CH:9]=[CH:10][C:11]([C:14]([N:16]3[CH2:17][CH2:18][N:19]([CH3:22])[CH2:20][CH2:21]3)=[O:15])=[CH:12][CH:13]=2)=[C:28]([CH:31]=1)[C:29]#[N:30] |f:0.1|. Procedure: KOtBu (2.81 g, 25.08 mmol) was dissolved in 20 ml DMSO in a round bottom flask. (4-aminophenyl)(4-methylpiperazin-1-yl)methanone (5.0 g, 22.80 mmol) in 30 ml DMSO was added and the resulting mixture was stirred for 15 minutes at r.t. The mixture was cooled in an iced bath for 5 minutes. 5-bromo-2-fluorobenzonitrile (4.6 g, 23.00 mmol) in 20 ml DMSO was added. The ice bath was removed and the mixture stirred for 5 hours while warming to room temperature. Additional KOtBu (2 g, 17.82 mmol) was add... Reactants: CCn1cc(-c2ccncc2)c(-c2c(F)ccc(N(Cc3ccccc3)Cc3ccccc3)c2F)n1, CO, [OH-], [OH-], [Pd+2]. Yields the product CCn1cc(-c2ccncc2)c(-c2c(F)ccc(N)c2F)n1. Reaction SMILES: [CH2:1]([N:8]([CH2:2][c:3]1[cH:4][cH:5][cH:6][cH:7][cH:30]1)[c:9]1[c:10]([F:29])[c:11](-[c:16]2[n:17][n:18]([CH2:27][CH3:28])[cH:19][c:20]2-[c:21]2[cH:22][cH:23][n:24][cH:25][cH:26]2)[c:12]([F:15])[cH:13][cH:14]1)[c:31]1[cH:32][cH:33][cH:34][cH:35][cH:36]1.[CH3:37][OH:38].[OH-:39].[OH-:41].[Pd+2:40]>>[NH2:8][c:9]1[c:10]([F:29])[c:11](-[c:16]2[n:17][n:18]([CH2:27][CH3:28])[cH:19][c:20]2-[c:21]2[cH:22][cH:23][n:24][cH:25][cH:26]2)[c:12]([F:15])[cH:13][cH:14]1. The reactants are COC(=O)C=1C(=C(NC1)C)C (2,3-dimethyl-1H-pyrrole-4-carboxylic acid methyl ester), [OH-].[Na+] (NaOH), C1(=CC=C(C=C1)S(=O)(=O)Cl)C (p-toluenesulfonyl chloride), O (water). The solvent is C1CCOC1 (THF), C1CCOC1 (THF). Run at temperature 7.5 celsius, time 5 minute. Product: COC(=O)C=1C(=C(N(C1)S(=O)(=O)C1=CC=C(C=C1)C)C)C (2,3-Dimethyl-1-(4-methylphenyl)sulfonyl-1H-pyrrole-4-carboxylic acid methylester). Isolated yield 85.3%. Reaction SMILES: [CH3:1][O:2][C:3]([C:5]1[C:6]([CH3:11])=[C:7]([CH3:10])[NH:8][CH:9]=1)=[O:4].[OH-].[Na+].[C:14]1([CH3:24])[CH:19]=[CH:18][C:17]([S:20](Cl)(=[O:22])=[O:21])=[CH:16][CH:15]=1.O>C1COCC1>[CH3:1][O:2][C:3]([C:5]1[C:6]([CH3:11])=[C:7]([CH3:10])[N:8]([S:20]([C:17]2[CH:18]=[CH:19][C:14]([CH3:24])=[CH:15][CH:16]=2)(=[O:22])=[O:21])[CH:9]=1)=[O:4] |f:1.2|. Procedure: To a stirred solution of 2,3-dimethyl-1H-pyrrole-4-carboxylic acid methyl ester (Heterocycles 1977, 7, 77) (7.95 g, 51.9 mmol) in THF (160 mL) was added dropwise 50% NaOH (80 mL). The reaction mixture was stirred for 5 minutes and then a solution of p-toluenesulfonyl chloride (11.87 g, 62.3 mmol) in THF (160 mL) was added dropwise to the stirred mixture at room temperature. The mixture was stirred at room temperature for 30 minutes then cooled to 5 to 10° C. and treated dropwise with water (200 ...